This data is from the Open Reaction Database (ORD), a public repository of structured organic reaction records. The task is: describe an organic reaction: reactants, conditions, products, and yield Reactants: C(CCC)C1=NC2=C(N1CC1=CC=C(C=C1)C=1C(=CC=CC1)C(=O)OC(C)(C)C)C=C(C=C2)N(C(=O)OCC)CCCCC (tert.butyl 4'-[(2-n-butyl-6-(N-ethoxycarbonyl-n-pentyl-amino)-benzimidazol-1-yl)-methyl]biphenyl-2-carboxylate), FC(C(=O)O)(F)F.C(Cl)Cl (trifluoroacetic acid methylene chloride). Yields the product C(CCC)C1=NC2=C(N1CC1=CC=C(C=C1)C=1C(=CC=CC1)C(=O)O)C=C(C=C2)N(C(=O)OCC)CCCCC (4'-[(2-n-Butyl-6-(N-ethoxycarbonyl-n-pentylamino)-benzimidazol-1-yl)-methyl]biphenyl-2-carboxylic acid). RXN SMILES: [CH2:1]([C:5]1[N:9]([CH2:10][C:11]2[CH:16]=[CH:15][C:14]([C:17]3[C:18]([C:23]([O:25]C(C)(C)C)=[O:24])=[CH:19][CH:20]=[CH:21][CH:22]=3)=[CH:13][CH:12]=2)[C:8]2[CH:30]=[C:31]([N:34]([CH2:40][CH2:41][CH2:42][CH2:43][CH3:44])[C:35]([O:37][CH2:38][CH3:39])=[O:36])[CH:32]=[CH:33][C:7]=2[N:6]=1)[CH2:2][CH2:3][CH3:4].FC(F)(F)C(O)=O.C(Cl)Cl>>[CH2:1]([C:5]1[N:9]([CH2:10][C:11]2[CH:12]=[CH:13][C:14]([C:17]3[C:18]([C:23]([OH:25])=[O:24])=[CH:19][CH:20]=[CH:21][CH:22]=3)=[CH:15][CH:16]=2)[C:8]2[CH:30]=[C:31]([N:34]([CH2:40][CH2:41][CH2:42][CH2:43][CH3:44])[C:35]([O:37][CH2:38][CH3:39])=[O:36])[CH:32]=[CH:33][C:7]=2[N:6]=1)[CH2:2][CH2:3][CH3:4] |f:1.2|. Procedure details: Prepared in analogous manner to Example 9 from tert.butyl 4'-[(2-n-butyl-6-(N-ethoxycarbonyl-n-pentyl-amino)-benzimidazol-1-yl)-methyl]biphenyl-2-carboxylate and trifluoroacetic acid/methylene chloride.